Dataset: the Open Reaction Database (ORD), a public repository of structured organic reaction records. Task: describe an organic reaction: reactants, conditions, products, and yield The reactants are COCc1nc2cccc(C(=O)Nc3ccc(C(=O)N(C)c4ccc(C)cc4OCCCCCC(=O)N4CCN(C)CC4)cc3OC)c2n1Cc1ccccc1, CO, O=CO. The product is COCc1nc2c(C(=O)Nc3ccc(C(=O)N(C)c4ccc(C)cc4OCCCCCC(=O)N4CCN(C)CC4)cc3OC)cccc2[nH]1. Reaction SMILES: [CH2:1]([c:2]1[cH:3][cH:4][cH:5][cH:6][cH:7]1)[n:8]1[c:9]([CH2:54][O:55][CH3:56])[n:10][c:11]2[c:12]1[c:13]([C:17](=[O:18])[NH:19][c:20]1[c:21]([O:52][CH3:53])[cH:22][c:23]([C:24](=[O:25])[N:26]([c:27]3[c:28]([O:34][CH2:35][CH2:36][CH2:37][CH2:38][CH2:39][C:40](=[O:41])[N:42]4[CH2:43][CH2:44][N:45]([CH3:48])[CH2:46][CH2:47]4)[cH:29][c:30]([CH3:33])[cH:31][cH:32]3)[CH3:49])[cH:50][cH:51]1)[cH:14][cH:15][cH:16]2.[CH3:60][OH:61].[CH:57]([OH:58])=[O:59]>>[n:8]1[c:9]([CH2:54][O:55][CH3:56])[nH:10][c:11]2[c:12]1[c:13]([C:17](=[O:18])[NH:19][c:20]1[c:21]([O:52][CH3:53])[cH:22][c:23]([C:24](=[O:25])[N:26]([c:27]3[c:28]([O:34][CH2:35][CH2:36][CH2:37][CH2:38][CH2:39][C:40](=[O:41])[N:42]4[CH2:43][CH2:44][N:45]([CH3:48])[CH2:46][CH2:47]4)[cH:29][c:30]([CH3:33])[cH:31][cH:32]3)[CH3:49])[cH:50][cH:51]1)[cH:14][cH:15][cH:16]2.